From a dataset of the Open Reaction Database (ORD), a public repository of structured organic reaction records. describe an organic reaction: reactants, conditions, products, and yield Starting materials: C(=O)(OC(C)(C)C)NCC1=CC=C(C=C1)NC1=NN(C(=C1C#N)N(C)C)N=C (3-[4-(N-Boc-aminomethyl)-phenylamino]-4-cyano-5-dimethylamino-methyleneamino-pyrazole), Cl.ClC=1C=C(N)C=CC1 (3-chloro-aniline hydrochloride). The solvent is C(C)O (ethanol). The product is [Cl-] (chloride), C(=O)(OC(C)(C)C)NCC1=CC=C(C=C1)NC1=NNC2=NC=NC(=C21)NC2=CC(=CC=C2)Cl (3-[4-(N-Boc-aminomethyl)-phenylamino]-4-(3-chloro-phenylamino)-1H-pyrazolo[3,4-d]pyrimidine). As a reaction SMILES: [C:1]([NH:8][CH2:9][C:10]1[CH:15]=[CH:14][C:13]([NH:16][C:17]2[C:21]([C:22]#[N:23])=[C:20]([N:24](C)[CH3:25])[N:19](N=C)[N:18]=2)=[CH:12][CH:11]=1)([O:3][C:4]([CH3:7])([CH3:6])[CH3:5])=[O:2].Cl.[Cl:30][C:31]1[CH:32]=[C:33]([CH:35]=[CH:36][CH:37]=1)[NH2:34]>C(O)C>[Cl-:30].[C:1]([NH:8][CH2:9][C:10]1[CH:15]=[CH:14][C:13]([NH:16][C:17]2[C:21]3[C:20](=[N:24][CH:25]=[N:23][C:22]=3[NH:34][C:33]3[CH:35]=[CH:36][CH:37]=[C:31]([Cl:30])[CH:32]=3)[NH:19][N:18]=2)=[CH:12][CH:11]=1)([O:3][C:4]([CH3:6])([CH3:7])[CH3:5])=[O:2] |f:1.2|. Procedure details: A mixture of 94 g (245.1 mmol) of 3-[4-(N-Boc-aminomethyl)-phenylamino]-4-cyano-5-dimethylamino-methyleneamino-pyrazole, 44.2 g (269.4 mmol) of 3-chloro-aniline hydrochloride [for preparation see: Justus Liebigs Ann. Chem. 176, 45 (1875)] and 1000 ml of ethanol is heated under reflux for 60 hours and then concentrated by evaporation in vacuo. The residue is dissolved in ethyl acetate, and the organic phase is washed with ice-cold 0.5N hydrochloric acid, water and brine, dried over sodium sulfate... RXN SMILES: O.[C:2]1([C:8]([CH:10]=O)=[O:9])[CH:7]=[CH:6][CH:5]=[CH:4][CH:3]=1.[C:12]([CH:16]=[C:17]([C:19]1[CH:24]=[CH:23][C:22]([CH2:25][CH2:26][NH2:27])=[CH:21][CH:20]=1)[CH3:18])([O:14][CH3:15])=[O:13]>CO.C(Cl)(Cl)Cl>[C:12]([CH:16]=[C:17]([C:19]1[CH:20]=[CH:21][C:22]([CH2:25][CH2:26][NH:27][CH2:10][CH:8]([OH:9])[C:2]2[CH:3]=[CH:4][CH:5]=[CH:6][CH:7]=2)=[CH:23][CH:24]=1)[CH3:18])([O:14][CH3:15])=[O:13] |f:0.1,3.4|. The solvent is CO.C(Cl)(Cl)Cl (methanol chloroform). The yield is 35.3%. Product: C(=O)(OC)C=C(C)C1=CC=C(C=C1)CCNCC(C1=CC=CC=C1)O (N-{2-(4-{2-Carbomethoxy-1-methylethenyl}phenyl)ethyl}-2-hydroxy-2-phenylethanamine). Reactants: O.C1(=CC=CC=C1)C(=O)C=O (phenylglyoxal monohydrate), C(=O)(OC)C=C(C)C1=CC=C(C=C1)CCN (2-{4-(2-carbomethoxy-1-methylethenyl) phenyl} ethanamine). Procedure details: This was prepared in an identical manner to the compound described in Example 13 using phenylglyoxal monohydrate (1.50 g) and 2-{4-(2-carbomethoxy-1-methylethenyl) phenyl} ethanamine (2.19 g). The title compound (1.18 g) m.p. 120°-125° C. (benzene-hexane) was obtained after chromatography on Kieselgel 60 eluting with 1% methanol-chloroform. τ (CDCl3) 7.5 (3H, d, J=1.5 Hz), 7.5 (2H, m), 7.2 (6H, m), 6.3 (3H, s), 5.29 (1H, dd), 3.87 (1H, q, J=1.5 Hz), 2.85 (2H, d, J=9 Hz), 2.7 (5H, s), 2.6 (2H, d,... Starting materials: C(CCC)=O (Butyraldehyde), C(C)(C)(C)OC(CNC1=C(C=C(C=C1)NC(=O)OC(C)(C)C)N)=O ((2-amino-4-tert-butoxycarbonylamino-phenylamino)-acetic acid tert-butyl ester). The reagents and catalysts are C(C)(=O)O (acetic acid). Run in CCO (EtOH). Run at temperature 70 celsius, time 8 hour. Product: C(C)(C)(C)OC(CN1C(=NC2=C1C=CC(=C2)NC(=O)OC(C)(C)C)CCC)=O ((5-tert-Butoxycarbonylamino-2-propyl-benzoimidazol-1-yl)-acetic acid tert-butyl ester). Reaction SMILES: [CH:1](=O)[CH2:2][CH2:3][CH3:4].[C:6]([O:10][C:11](=[O:29])[CH2:12][NH:13][C:14]1[CH:19]=[CH:18][C:17]([NH:20][C:21]([O:23][C:24]([CH3:27])([CH3:26])[CH3:25])=[O:22])=[CH:16][C:15]=1[NH2:28])([CH3:9])([CH3:8])[CH3:7]>C(O)(=O)C.CCO>[C:6]([O:10][C:11](=[O:29])[CH2:12][N:13]1[C:14]2[CH:19]=[CH:18][C:17]([NH:20][C:21]([O:23][C:24]([CH3:27])([CH3:26])[CH3:25])=[O:22])=[CH:16][C:15]=2[N:28]=[C:1]1[CH2:2][CH2:3][CH3:4])([CH3:8])([CH3:7])[CH3:9]. Reported procedure: Butyraldehyde (0.65 mL, 9.0 mmol) and acetic acid (7 drops) were added to a solution of (2-amino-4-tert-butoxycarbonylamino-phenylamino)-acetic acid tert-butyl ester (2.2 g, 6.5 mmol) in EtOH (100 mL), and stirred overnight at 70° C. The reaction mixture was cooled to ambient temperature and concentrated under reduced pressure to give the crude sub-title compound that was used without further purification. MS calculated for C21H31N3O4+H: 390, observed: 390. Starting materials: Cl.Cl.Cl.S1C2=C(C=C1C1=NC(=NC=C1)NCCCN1CCN(CC1)C)C=CC=C2 ([4-(benzo[b]thiophen-2-yl)-pyrimidin-2-yl]-[3-(4-methylpiperazin-1-yl)-propyl]-amine tri-hydrochloride), BrC=1C(=NC(=NC1)Cl)C1=CC2=C(S1)C(=CC=C2)OC (5-bromo-2-chloro-4-(7-methoxy-benzo[b]thiophen-2-yl)-pyrimidine), NCCCN1CCN(CC1)C (1-(3-aminopropyl)-4-methylpiperazine). Product: Cl.Cl.Cl.BrC=1C(=NC(=NC1)NCCCN1CCN(CC1)C)C1=CC2=C(S1)C(=CC=C2)OC ([5-bromo-4-(7-methoxy-benzo[b]thiophen-2-yl)-pyrimidin-2-yl]-[3-(4-methyl-piperazin-1-yl)-propyl]-amine tri-hydrochloride). As a reaction SMILES: [ClH:1].Cl.Cl.S1C(C2C=CN=C([NH:15][CH2:16][CH2:17][CH2:18][N:19]3[CH2:24][CH2:23][N:22]([CH3:25])[CH2:21][CH2:20]3)N=2)=CC2C=CC=CC1=2.[Br:30][C:31]1[C:32]([C:38]2[S:42][C:41]3[C:43]([O:47][CH3:48])=[CH:44][CH:45]=[CH:46][C:40]=3[CH:39]=2)=[N:33][C:34]([Cl:37])=[N:35][CH:36]=1.NCCCN1CCN(C)CC1>>[ClH:37].[ClH:1].[ClH:37].[Br:30][C:31]1[C:32]([C:38]2[S:42][C:41]3[C:43]([O:47][CH3:48])=[CH:44][CH:45]=[CH:46][C:40]=3[CH:39]=2)=[N:33][C:34]([NH:15][CH2:16][CH2:17][CH2:18][N:19]2[CH2:20][CH2:21][N:22]([CH3:25])[CH2:23][CH2:24]2)=[N:35][CH:36]=1 |f:0.1.2.3,6.7.8.9|. Procedure details: Using the method of [4-(benzo[b]thiophen-2-yl)-pyrimidin-2-yl]-[3-(4-methylpiperazin-1-yl)-propyl]-amine tri-hydrochloride, the title compound is prepared from 5-bromo-2-chloro-4-(7-methoxy-benzo[b]thiophen-2-yl)-pyrimidine and 1-(3-aminopropyl)-4-methylpiperazine and isolated as a yellow solid. ES+(m/z) 476 (79Br) and 478 (81Cl) [M+H]. Reactants: CC1=CC2=C(C=C1)C=CC(=C2)C (2,7-DMN), product ( 1 ), raw material, mordenite, 203, CCCCCCC (n-heptane). Reaction conditions: temperature 80 celsius. Product: CC1=CC2=C(C=C1)C=C(C=C2)C (2,6-DMN). RXN SMILES: C[C:2]1[CH:7]=[CH:6][C:5]2[CH:8]=[CH:9][C:10]([CH3:12])=[CH:11][C:4]=2[CH:3]=1.[CH3:13]CCCCCC>>[CH3:12][C:10]1[CH:9]=[CH:8][C:5]2[CH:6]=[C:7]([CH3:13])[CH:2]=[CH:3][C:4]=2[CH:11]=1. Procedure: A mixture of DMN isomers containing 2% by weight of 2,7-DMN, etc. as shown in Table 3 as the starting raw material was isomerized under liquid-phase flow system and atmospheric pressure at a reaction temperature of 220° C. at a WHSV of 1.0 hr-1 in the presence of a catalyst (alumina content of 20% by weight) prepared by molding with alumina, mordenite type H (silica/alumina molar ratio of 203, produced by Tosoh Corporation). The resultant isoiverization reaction product shown in Table 3 as react... The reactants are S(=O)(=O)(C1=CC=C(C)C=C1)C[N+]#[C-] (tosylmethylisocyanide), ClC1=C(C=C(C=O)C=C1)F (4-chloro-3-fluorobenzaldehyde), [C-]#N.[Na+] (NaCN). Product: ClC1=C(C=C(C=C1)[C@@H]1[C@H](N=CO1)S(=O)(=O)C1=CC=C(C=C1)C)F ((4R*,5R*)-5-(4-Chloro-3-fluoro-phenyl)-4-(toluene-4-sulfonyl)-4,5-dihydro-oxazole). RXN SMILES: [S:1]([CH2:11][N+:12]#[C-:13])([C:4]1[CH:10]=[CH:9][C:7]([CH3:8])=[CH:6][CH:5]=1)(=[O:3])=[O:2].[Cl:14][C:15]1[CH:22]=[CH:21][C:18]([CH:19]=[O:20])=[CH:17][C:16]=1[F:23].[C-]#N.[Na+]>>[Cl:14][C:15]1[CH:22]=[CH:21][C:18]([C@H:19]2[O:20][CH:13]=[N:12][C@@H:11]2[S:1]([C:4]2[CH:10]=[CH:9][C:7]([CH3:8])=[CH:6][CH:5]=2)(=[O:3])=[O:2])=[CH:17][C:16]=1[F:23] |f:2.3|. Procedure details: In a manner analogous to Preparation 1, tosylmethylisocyanide (0.30 g, 1.52 mmol), 4-chloro-3-fluorobenzaldehyde (0.25 g, 1.60 mmol) and NaCN (10 mg, 0.20 mmol) gave the desired compound as a tan solid. MS(ES+) m/z 373.5 (M+Na+). Yields the product C(C1=CC=CC=C1)(=O)CNCC=1C=C(C=CC1)C1=CC=C(C=C1)C[C@@H](C(=O)O)NC1=C(C(=O)O)C=CC=C1 ((S)-2-(2-{3′-[(benzoylmethylamino)methyl]biphenyl-4-yl}-1-carboxyethylamino)benzoic acid). Reactants: C(C1=CC=CC=C1)(=O)C1=C(C=CC=C1)N[C@H](C(=O)O)CC1=CC=C(C=C1)C1=CC(=CC=C1)N(C(=O)NCCCCCCC)C ((S)-2-(2-benzoylphenylamino)-3-[3′-(3-heptyl-1-methylureido)biphenyl-4-yl)propionic acid), C(C1=CC=CC=C1)(=O)N(C)CC=1C=C(C=CC1)C1=CC=C(C=C1)C[C@@H](C(=O)O)NC1=C(C(=O)O)C=CC=C1 ((S)-2-(2-{3′-[(benzoyl methylamino)methyl]biphenyl-4-yl}-1-carboxyethylamino)-benzoic acid), C(C1=CC=CC=C1)(=O)CNCC=1C=C(C=CC1)C1=CC=C(C=C1)C[C@@H](C(=O)OCC)NC1=C(C(=O)OCC)C=CC=C1 (ethyl (S)-2-(2-{3′-[(benzoylmethylamino)methyl]biphenyl-4-yl}-1-ethoxycarbonylethylamino)-benzoate), [OH-].[Li+] (lithium hydroxide). As a reaction SMILES: C(C1C=CC=CC=1N[C@@H](CC1C=CC(C2C=CC=C(N(C)C(NCCCCCCC)=O)C=2)=CC=1)C(O)=O)(=O)C1C=CC=CC=1.[C:45]([CH2:53][NH:54][CH2:55][C:56]1[CH:57]=[C:58]([C:62]2[CH:67]=[CH:66][C:65]([CH2:68][C@H:69]([NH:75][C:76]3[CH:86]=[CH:85][CH:84]=[CH:83][C:77]=3[C:78]([O:80]CC)=[O:79])[C:70]([O:72]CC)=[O:71])=[CH:64][CH:63]=2)[CH:59]=[CH:60][CH:61]=1)(=[O:52])[C:46]1[CH:51]=[CH:50][CH:49]=[CH:48][CH:47]=1.[OH-].[Li+].C(N(CC1C=C(C2C=CC(C[C@H](NC3C=CC=CC=3C(O)=O)C(O)=O)=CC=2)C=CC=1)C)(=O)C1C=CC=CC=1>>[C:45]([CH2:53][NH:54][CH2:55][C:56]1[CH:57]=[C:58]([C:62]2[CH:67]=[CH:66][C:65]([CH2:68][C@H:69]([NH:75][C:76]3[CH:86]=[CH:85][CH:84]=[CH:83][C:77]=3[C:78]([OH:80])=[O:79])[C:70]([OH:72])=[O:71])=[CH:64][CH:63]=2)[CH:59]=[CH:60][CH:61]=1)(=[O:52])[C:46]1[CH:51]=[CH:50][CH:49]=[CH:48][CH:47]=1 |f:2.3|. Procedure: In a manner similar to the preparation of the (S)-2-(2-benzoylphenylamino)-3-[3′-(3-heptyl-1-methylureido)biphenyl-4-yl]propionic acid (Example 2), using 300 mg (0.53 mmol) of ethyl (S)-2-(2-{3′-[(benzoyl-methylamino)methyl]biphenyl-4-yl}-1-ethoxycarbonylethylamino)benzoate (Example 32) and 300 mg (7.14 mmol) of lithium hydroxide, 200 mg of (S)-2-(2-{3′-[(benzoyl methylamino)methyl]biphenyl-4-yl}-1-carboxyethylamino)-benzoic acid are obtained with a 74% yield. The yield is 74.0%.